Dataset: the Open Reaction Database (ORD), a public repository of structured organic reaction records. Task: describe an organic reaction: reactants, conditions, products, and yield Starting materials: BrC=1C(=CC2=C(C=3N(C4CC2C4)C=C(N3)C(=O)OC)C1)F (Methyl 10-bromo-9-fluoro-6,7-dihydro-5H-5,7-methanobenzo[c]imidazo[1,2-a]azepine-2-carboxylate), ClC1=C(CBr)C=CC=C1 (2-Chlorobenzyl bromide). The product is BrC=1C(=CC2=C(C=3N(C4CC2C4)C(=C(N3)C(=O)OC)CC3=C(C=CC=C3)Cl)C1)F (methyl 10-bromo-3-(2-chlorobenzyl)-9-fluoro-6,7-dihydro-5H-5,7-methanobenzo[c]imidazo[1,2-a]azepine-2-carboxylate). Reaction SMILES: [Br:1][C:2]1[C:3]([F:21])=[CH:4][C:5]2[CH:11]3[CH2:12][CH:9]([CH2:10]3)[N:8]3[CH:13]=[C:14]([C:16]([O:18][CH3:19])=[O:17])[N:15]=[C:7]3[C:6]=2[CH:20]=1.[Cl:22][C:23]1[CH:30]=[CH:29][CH:28]=[CH:27][C:24]=1[CH2:25]Br>>[Br:1][C:2]1[C:3]([F:21])=[CH:4][C:5]2[CH:11]3[CH2:10][CH:9]([CH2:12]3)[N:8]3[C:13]([CH2:25][C:24]4[CH:27]=[CH:28][CH:29]=[CH:30][C:23]=4[Cl:22])=[C:14]([C:16]([O:18][CH3:19])=[O:17])[N:15]=[C:7]3[C:6]=2[CH:20]=1. Reported procedure: Methyl 10-bromo-9-fluoro-6,7-dihydro-5H-5,7-methanobenzo[c]imidazo[1,2-a]azepine-2-carboxylate (0.3 g) was reacted with 2-Chlorobenzyl bromide similar to as described in example 8 with non-critical modifications to produce methyl 10-bromo-3-(2-chlorobenzyl)-9-fluoro-6,7-dihydro-5H-5,7-methanobenzo[c]imidazo[1,2-a]azepine-2-carboxylate. This crude intermediate was reacted via General Procedure L to provide 10-bromo-3-(2-chlorobenzyl)-9-fluoro-6,7-dihydro-5H-5,7-methanobenzo[c]imidazo[1,2-a]azepin... The reactants are CS(=O)C (DMSO), O1C(C1)C1=CC=C(C=C1)C1=NOC(=N1)C1=C(C(=NO1)C1=CC=CC=C1)C(F)(F)F (3-(4-(oxiran-2-yl)phenyl)-5-(3-phenyl-4-(trifluoromethyl)isoxazol-5-yl)-1,2,4-oxadiazole), 28C, N1CC(CCC1)CO (piperidin-3-yl-methanol). Run in CC(C)O (2-propanol). Conditions: temperature 80 celsius, time 8 hour. Product: OCC1CN(CCC1)CC(O)C1=CC=C(C=C1)C1=NOC(=N1)C1=C(C(=NO1)C1=CC=CC=C1)C(F)(F)F (2-(3-(Hydroxymethyl)piperidin-1-yl)-1-(4-(5-(3-phenyl-4-(trifluoromethyl)isoxazol-5-yl)-1,2,4-oxadiazol-3-yl)phenyl)ethanol). As a reaction SMILES: [O:1]1[CH2:3][CH:2]1[C:4]1[CH:9]=[CH:8][C:7]([C:10]2[N:14]=[C:13]([C:15]3[O:19][N:18]=[C:17]([C:20]4[CH:25]=[CH:24][CH:23]=[CH:22][CH:21]=4)[C:16]=3[C:26]([F:29])([F:28])[F:27])[O:12][N:11]=2)=[CH:6][CH:5]=1.[NH:30]1[CH2:35][CH2:34][CH2:33][CH:32]([CH2:36][OH:37])[CH2:31]1.CS(C)=O>CC(O)C>[OH:37][CH2:36][CH:32]1[CH2:33][CH2:34][CH2:35][N:30]([CH2:3][CH:2]([C:4]2[CH:9]=[CH:8][C:7]([C:10]3[N:14]=[C:13]([C:15]4[O:19][N:18]=[C:17]([C:20]5[CH:25]=[CH:24][CH:23]=[CH:22][CH:21]=5)[C:16]=4[C:26]([F:28])([F:27])[F:29])[O:12][N:11]=3)=[CH:6][CH:5]=2)[OH:1])[CH2:31]1. Procedure details: To a mixture of 3-(4-(oxiran-2-yl)phenyl)-5-(3-phenyl-4-(trifluoromethyl)isoxazol-5-yl)-1,2,4-oxadiazole, Preparation 28C (30 mg, 0.075 mmol) in 2-propanol (2 mL) was added piperidin-3-yl-methanol (17.31 mg, 0.150 mmol). The reaction mixture was heated to 80° C. DMSO (1 mL) was added to help solubilize. The reaction mixture was stirred overnight. The crude material was purified via preparative LC/MS with the following conditions: Column: Waters XBridge C18, 19×250 mm, 5-μm particles; Guard Colum... The reactants are NC(=S)N (thiourea), C(C)OC(=O)C=1N=CN2C1C(=NC1=CC=CC=C21)Cl (4-chloroimidazo [1,5-a]quinoxaline 3-carboxylic acid ethyl ester). The product is C(C)OC(=O)C=1N=CN2C1C(=NC1=CC=CC=C21)S (4-Mercaptoimidazo[1,5-a]quinoxaline 3-carboxylic acid ethyl ester). Isolated yield 67.2%. Reaction SMILES: [NH2:1][C:2](N)=[S:3].[CH2:5]([O:7][C:8]([C:10]1[N:11]=[CH:12][N:13]2[C:22]3[C:17](=[CH:18][CH:19]=[CH:20][CH:21]=3)N=C(Cl)[C:14]=12)=[O:9])[CH3:6]>>[CH2:5]([O:7][C:8]([C:10]1[N:11]=[CH:12][N:13]2[C:22]3[C:17](=[CH:18][CH:19]=[CH:20][CH:21]=3)[N:1]=[C:2]([SH:3])[C:14]=12)=[O:9])[CH3:6]. Procedure: To an ethanolic solution (200 ml) of 4-chloroimidazo [1,5-a]quinoxaline 3-carboxylic acid ethyl ester (4.8 g) was added thiourea (1.5 g). The mixture was heated on steam bath for one hour. After cooling to room temperature, the precipitated product was collected as a yellowish crystalline solid (3.2 g, 67% yield). Recrystallized from methanol-chloroform, m.p. 251°-253° C. Starting materials: ClC=1C=C(C(=NC1)C(=O)O)OC (5-chloro-3-methoxypicolinic acid), ClC=1C=C(C(=NC1)C(=O)O)OC (5-chloro-3-methoxypicolinic acid), CO (MeOH), S(O)(O)(=O)=O (sulfuric acid). Run at temperature 0 celsius. Product: ClC=1C=C(C(=NC1)C(=O)OC)OC (Methyl 5-chloro-3-methoxypicolinate). The yield is 67.0%. As a reaction SMILES: [Cl:1][C:2]1[CH:3]=[C:4]([O:11][CH3:12])[C:5]([C:8]([OH:10])=[O:9])=[N:6][CH:7]=1.S(=O)(=O)(O)O.[CH3:18]O>>[Cl:1][C:2]1[CH:3]=[C:4]([O:11][CH3:12])[C:5]([C:8]([O:10][CH3:18])=[O:9])=[N:6][CH:7]=1. Reported procedure: In a 350-mL resealable vessel, 5-chloro-3-methoxypicolinic acid (intermediate 14, 7.51 g, 40.0 mmol) was dissolved in MeOH (120 mL). The solution was cooled to 0° C., and concentrated sulfuric acid (7.57 mL, 140 mmol) was added. The vessel was sealed and heated to 95° C. for 1.5 h. The reaction mixture was cooled to 0° C., and quenched with Na2CO3 (1M, 140 mL). The reaction mixture was concentrated under reduced pressure and the residue was extracted with EtOAc (3×100 mL). The combined organics ... Starting materials: C(C)(=O)O[BH-](OC(C)=O)OC(C)=O.[Na+] (sodium triacetoxyborohydride), COCCCN1C(COC2=C1C=C(C=C2)COC2CN(CCC2C2=CC=C(C=C2)O[C@@H]2CNCC2)C(=O)OCC2=CC=CC=C2)=O (benzyl 3-[4-(3-methoxypropyl)-3-oxo-3,4-dihydro-2H-benzo[1,4]oxazin-6-ylmethoxy]-4-[4-(pyrrolidin-3(S)-yloxy)phenyl]piperidine-1-carboxylate), C1(CCCCC1)=O (cyclohexanone). The solvent is C(C)(=O)O (acetic acid). Reaction conditions: time 1 hour. Yields the product C1(CCCCC1)N1C[C@H](CC1)OC1=CC=C(C=C1)C1C(CN(CC1)C(=O)OCC1=CC=CC=C1)OCC=1C=CC2=C(N(C(CO2)=O)CCCOC)C1 (Benzyl 4-[4-(1-cyclohexylpyrrolidin-3(S)-yloxy)phenyl]-3-[4-(3-methoxypropyl)-3-oxo-3,4-dihydro-2H-benzo[1,4]oxazin-6-ylmethoxy]piperidine-1-carboxylate), SiO2. As a reaction SMILES: [CH3:1][O:2][CH2:3][CH2:4][CH2:5][N:6]1[C:11]2[CH:12]=[C:13]([CH2:16][O:17][CH:18]3[CH:23]([C:24]4[CH:29]=[CH:28][C:27]([O:30][C@H:31]5[CH2:35][CH2:34][NH:33][CH2:32]5)=[CH:26][CH:25]=4)[CH2:22][CH2:21][N:20]([C:36]([O:38][CH2:39][C:40]4[CH:45]=[CH:44][CH:43]=[CH:42][CH:41]=4)=[O:37])[CH2:19]3)[CH:14]=[CH:15][C:10]=2[O:9][CH2:8][C:7]1=[O:46].[C:47]1(=O)[CH2:52][CH2:51][CH2:50][CH2:49][CH2:48]1.C(O[BH-](OC(=O)C)OC(=O)C)(=O)C.[Na+]>C(O)(=O)C>[CH:47]1([N:33]2[CH2:34][CH2:35][C@H:31]([O:30][C:27]3[CH:26]=[CH:25][C:24]([CH:23]4[CH2:22][CH2:21][N:20]([C:36]([O:38][CH2:39][C:40]5[CH:41]=[CH:42][CH:43]=[CH:44][CH:45]=5)=[O:37])[CH2:19][CH:18]4[O:17][CH2:16][C:13]4[CH:14]=[CH:15][C:10]5[O:9][CH2:8][C:7](=[O:46])[N:6]([CH2:5][CH2:4][CH2:3][O:2][CH3:1])[C:11]=5[CH:12]=4)=[CH:29][CH:28]=3)[CH2:32]2)[CH2:52][CH2:51][CH2:50][CH2:49][CH2:48]1 |f:2.3|. Procedure: A solution of 0.374 g of benzyl 3-[4-(3-methoxypropyl)-3-oxo-3,4-dihydro-2H-benzo[1,4]oxazin-6-ylmethoxy]-4-[4-(pyrrolidin-3(S)-yloxy)phenyl]piperidine-1-carboxylate is admixed under argon with 0.038 ml of acetic acid and 0.078 ml of cyclohexanone. 0.199 g of sodium triacetoxyborohydride is added in portions at room temperature to this reaction solution and the reaction mixture is subsequently stirred at room temperature over one hour. The reaction mixture is concentrated by evaporation and the ... Starting materials: CC1=CC=C(C=C1)C1=NOC=C1 (3-(4-methylphenyl)isoxazole), BrN1C(CCC1=O)=O (N-bromosuccinimide). Reagents/catalysts: C(C1=CC=CC=C1)(=O)OOC(C1=CC=CC=C1)=O (benzoyl peroxide). Solvent: C(Cl)(Cl)(Cl)Cl (carbon tetrachloride). Product: BrCC1=CC=C(C=C1)C1=NOC=C1 (3-(4-(bromomethyl)phenyl)isoxazole). Yield: 20.6%. RXN SMILES: [CH3:1][C:2]1[CH:7]=[CH:6][C:5]([C:8]2[CH:12]=[CH:11][O:10][N:9]=2)=[CH:4][CH:3]=1.[Br:13]N1C(=O)CCC1=O>C(Cl)(Cl)(Cl)Cl.C(OOC(=O)C1C=CC=CC=1)(=O)C1C=CC=CC=1>[Br:13][CH2:1][C:2]1[CH:3]=[CH:4][C:5]([C:8]2[CH:12]=[CH:11][O:10][N:9]=2)=[CH:6][CH:7]=1. Procedure: To a solution of 3-(4-methylphenyl)isoxazole (prepared using literature methods) (1.95 g, 12.25 mmol) in carbon tetrachloride (60 mL), N-bromosuccinimide (2.18 g, 12.25 mmol) and benzoyl peroxide (0.059 g, 0.245 mmol) were added and the mixture refluxed for 1 h. The reaction mixture was then cooled to room temperature and filtered. The filtrate was concentrated and the residue was purified by silica gel column chromatography eluting with hexanes/EtOAc to give the title compound, 3-(4-(bromomethy... Starting materials: COC(=O)N=C=O (methoxycarbonyl isocyanate), NC=1SC2=C(N1)C(=CC=C2)Cl (2-amino-4-chlorobenzothiazole). Run in O1CCOCC1 (dioxane). Reaction conditions: time 8 hour. Product: ClC1=CC=CC2=C1N=C(S2)NC(NC(=O)OC)=O (methyl 4-[4-chlorobenzothiazol-2-yl]allophanate). Isolated yield 45.0%. RXN SMILES: [CH3:1][O:2][C:3]([N:5]=[C:6]=[O:7])=[O:4].[NH2:8][C:9]1[S:10][C:11]2[CH:17]=[CH:16][CH:15]=[C:14]([Cl:18])[C:12]=2[N:13]=1>O1CCOCC1>[Cl:18][C:14]1[C:12]2[N:13]=[C:9]([NH:8][C:6](=[O:7])[NH:5][C:3]([O:2][CH3:1])=[O:4])[S:10][C:11]=2[CH:17]=[CH:16][CH:15]=1. Procedure details: Five and one half parts by weight of methoxycarbonyl isocyanate was added gradually with stirring to a solution at room temperature of nine parts by weight of 2-amino-4-chlorobenzothiazole dissolved in 200 parts by weight of dioxane. After stirring the reaction mixture at room temperature overnight, a product was isolated by filtration giving a 45% yield of methyl 4-[4-chlorobenzothiazol-2-yl]allophanate having a melting point of 319°-20° C.